From a dataset of the Open Reaction Database (ORD), a public repository of structured organic reaction records. describe an organic reaction: reactants, conditions, products, and yield The reactants are C(C)(C)(C)N (tertiary butylamine), C(C)(C)OC(C)C (diisopropyl ether), ClC(=O)C(C(CC)OC(C(=C)C)=O)(F)F (methacrylic acid 1-chlorocarbonyl-1,1-difluoro-2-butyl ester). The product is C(C)(C)(C)NC(=O)C(C(CC)OC(C(=C)C)=O)(F)F (methacrylic acid 1-tert-butylaminocarbonyl-1,1-difluoro-2-butyl ester). Isolated yield 112.7%. Reaction SMILES: [C:1]([NH2:5])([CH3:4])([CH3:3])[CH3:2].C(OC(C)C)(C)C.Cl[C:14]([C:16]([F:27])([F:26])[CH:17]([O:20][C:21](=[O:25])[C:22]([CH3:24])=[CH2:23])[CH2:18][CH3:19])=[O:15]>>[C:1]([NH:5][C:14]([C:16]([F:26])([F:27])[CH:17]([O:20][C:21](=[O:25])[C:22]([CH3:24])=[CH2:23])[CH2:18][CH3:19])=[O:15])([CH3:4])([CH3:3])[CH3:2]. Reported procedure: In a 50-mL glass flask with a dropping funnel, 3.0 g (41.6 mmol/2.0 eq) of tertiary butylamine and 5.0 g of diisopropyl ether were added and stirred. Subsequently, 5.0 g (20.8 mmol) of methacrylic acid 1-chlorocarbonyl-1,1-difluoro-2-butyl ester was dropped into the glass flask. The resulting solution was stirred for 10 minutes at room temperature. The completion of the reaction was confirmed by 19F NMR. After that, the solution was separated into an organic layer and an aqueous layer with the a... Reactants: Cl (HCl), BrC=1C=CC(=C(C(=O)O)C1)Cl (5-bromo-2-chlorobenzoic acid), C(C(=O)Cl)(=O)Cl (oxalyl chloride), [Al+3].[Cl-].[Cl-].[Cl-] (AlCl3), [OH-].[Na+] (NaOH). Run in CN(C)C=O (DMF), C(Cl)Cl (CH2Cl2). Conditions: temperature -10 celsius, time 8 hour. The product is BrC=1C=CC(=C(C1)C(=O)C1=CC=C(C=C1)C)Cl ((5-bromo-2-chlorophenyl)(p-tolyl)methanone). As a reaction SMILES: [Br:1][C:2]1[CH:3]=[CH:4][C:5]([Cl:11])=[C:6]([CH:10]=1)[C:7]([OH:9])=O.[C:12](Cl)(=O)[C:13](Cl)=O.[Al+3].[Cl-].[Cl-].[Cl-].Cl.[OH-].[Na+]>C(Cl)Cl.CN(C=O)C>[Br:1][C:2]1[CH:3]=[CH:4][C:5]([Cl:11])=[C:6]([C:7]([C:2]2[CH:3]=[CH:4][C:12]([CH3:13])=[CH:6][CH:10]=2)=[O:9])[CH:10]=1 |f:2.3.4.5,7.8|. Procedure: To a stirred suspension of compound 5-bromo-2-chlorobenzoic acid (20 g, 85.5 mmol) in 200 mL of CH2Cl2 containing oxalyl chloride (11.2 mL) was added 0.5 mL of DMF. Once the vigorous evolution of gas ceased, the reaction was stirred overnight and then the volatiles were removed under reduced pressure. After dissolving the crude 5-bromo-2-chlorobenzoyl chloride in 150 mL of toluene, the solution was cooled to −10° C. Then AlCl3 (22.4 g, 170 mmol) was added while insuring the temperature did not e... Reactants: C(C)(=O)[O-].[Zn+2].C(C)(=O)[O-] (zinc acetate), [Zn] (zinc). Solvent: OCC(O)CO (glycerol), OCC(O)CO (glycerol). Product: C(C)(=O)[O-].[Zn+2].C(C)(=O)[O-] (zinc acetate), [O-2].[Zn+2] (zinc oxide). RXN SMILES: [Zn:1].[C:2]([O-:5])(=[O:4])[CH3:3].[Zn+2].[C:7]([O-:10])(=[O:9])[CH3:8]>OCC(CO)O>[C:2]([O-:5])(=[O:4])[CH3:3].[Zn+2:1].[C:7]([O-:10])(=[O:9])[CH3:8].[O-2:4].[Zn+2:1] |f:1.2.3,5.6.7,8.9|. Procedure details: A method according to claim 9 wherein the zinc glycerolate complex is formed by the process of reacting zinc oxide or zinc acetate with glycerol in the proportions of about 50 gms zinc oxide or zinc acetate to 500 gms glycerol, raising the temperature of the mix to about 260° C. and maintaining the temperature until reaction is completed, cooling and pouring the mixture so formed into water, filtering, washing and drying to isolate the zinc glycerolate complex. Reactants: C(C)(=O)[O-].[Na+] (sodium acetate), P(=O)(Cl)(Cl)Cl (Phosphorus oxychloride), CN(C)C=O (DMF), C1(CCCC2=CC=CC=C12)=O (Tetralone). Run in ClC=C(Cl)Cl (trichloroethylene), ClC=C(Cl)Cl (trichloroethylene). Run at temperature 60 celsius, time 8 hour. Product: ClC1=C(CCC2=CC=CC=C12)C=O (1-Chloro-2-formyl-3,4-dihydronaphthalene). The yield is 94.7%. RXN SMILES: P(Cl)(Cl)([Cl:3])=O.CN([CH:9]=[O:10])C.[C:11]1(=O)[C:20]2[C:15](=[CH:16][CH:17]=[CH:18][CH:19]=2)[CH2:14][CH2:13][CH2:12]1.C([O-])(=O)C.[Na+]>ClC=C(Cl)Cl>[Cl:3][C:11]1[C:20]2[C:15](=[CH:16][CH:17]=[CH:18][CH:19]=2)[CH2:14][CH2:13][C:12]=1[CH:9]=[O:10] |f:3.4|. Procedure details: Phosphorus oxychloride (25.82 mL, 0.277 mol) was added dropwise to a solution of trichloroethylene (62.5 mL) and DMF (25.48 mL, 0.329 mol) keeping the temperature between 5°-10° C. -Tetralone (40 g, 0.274 mol) in trichloroethylene (62.5 mL) was added dropwise. The reaction mixture was stirred at 60° C. for 3 hours and at room temperature overnight. An aqueous sodium acetate solution (100 g/300 mL H2O) was added dropwise while cooling in a water bath. The aqueous phase was extracted with ether (3... The reactants are C1(=CC=CC=C1)N1C(C=C(C2=CC=CC=C12)O)=O (1- phenyl-4-hydroxy-2(1H)-quinolinone), N1C(C=CC2=CC=CC=C12)=O (2(1H)-quinolinone). Yields the product C1(=CC=CC=C1)N1C(C(=C(C2=CC=CC=C12)O)C=O)=O (1-Phenyl-3-Formyl-4-Hydroxy-2(1H)-Quinolinone). As a reaction SMILES: [C:1]1([N:7]2[C:16]3[C:11](=[CH:12][CH:13]=[CH:14][CH:15]=3)[C:10]([OH:17])=[CH:9][C:8]2=[O:18])[CH:6]=[CH:5][CH:4]=[CH:3][CH:2]=1.N1C2C(=CC=CC=2)C=C[C:20]1=[O:29]>>[C:1]1([N:7]2[C:16]3[C:11](=[CH:12][CH:13]=[CH:14][CH:15]=3)[C:10]([OH:17])=[C:9]([CH:20]=[O:29])[C:8]2=[O:18])[CH:2]=[CH:3][CH:4]=[CH:5][CH:6]=1. Procedure details: Following the procedure set forth in Preparation B, 1- phenyl-4-hydroxy-2(1H)-quinolinone was converted to 1 -phenyl-3-formyl-4-hydroxy-(2(1H)-quinolinone. That the expected product was obtained was confirmed by the spectral data: MS: m/e 265 (M·+); NMR (DMSO): δ10.08 (s, 1H, CHO) ppm. Starting materials: CC#N, C=CCC(COS(C)(=O)=O)c1ccc(Cl)c(Cl)c1, c1c[nH]cn1. Product: C=CCC(Cn1ccnc1)c1ccc(Cl)c(Cl)c1. RXN SMILES: [CH3:24][C:25]#[N:26].[Cl:1][c:2]1[cH:3][c:4]([CH:9]([CH2:10][CH:11]=[CH2:12])[CH2:13][O:14][S:15]([CH3:16])(=[O:17])=[O:18])[cH:5][cH:6][c:7]1[Cl:8].[nH:19]1[cH:20][n:21][cH:22][cH:23]1>>[Cl:1][c:2]1[cH:3][c:4]([CH:9]([CH2:10][CH:11]=[CH2:12])[CH2:13][n:19]2[cH:20][n:21][cH:22][cH:23]2)[cH:5][cH:6][c:7]1[Cl:8]. Starting materials: CCc1cc(OCCCS(C)(=O)=O)cc(CC)c1-c1cccc(COc2ccc3c(c2)OCC3CC(=O)OC)c1, CO, [Na+], C1CCOC1, [OH-], O, O=C(O)CC(O)(CC(=O)O)C(=O)O. The product is CCc1cc(OCCCS(C)(=O)=O)cc(CC)c1-c1cccc(COc2ccc3c(c2)OCC3CC(=O)O)c1. Reaction SMILES: [CH2:1]([CH3:2])[c:3]1[c:4](-[c:19]2[cH:20][c:21]([CH2:25][O:26][c:27]3[cH:28][c:29]4[c:30]([cH:39][cH:40]3)[CH:31]([CH2:34][C:35](=[O:36])[O:37][CH3:38])[CH2:32][O:33]4)[cH:22][cH:23][cH:24]2)[c:5]([CH2:17][CH3:18])[cH:6][c:7]([O:9][CH2:10][CH2:11][CH2:12][S:13](=[O:14])(=[O:15])[CH3:16])[cH:8]1.[CH3:41][OH:42].[Na+:44].[O:59]1[CH2:60][CH2:61][CH2:62][CH2:63]1.[OH-:43].[OH2:58].[OH:45][C:46]([CH2:47][C:48]([C:49](=[O:50])[OH:51])([CH2:52][C:53](=[O:54])[OH:55])[OH:56])=[O:57]>>[CH2:1]([CH3:2])[c:3]1[c:4](-[c:19]2[cH:20][c:21]([CH2:25][O:26][c:27]3[cH:28][c:29]4[c:30]([cH:39][cH:40]3)[CH:31]([CH2:34][C:35](=[O:36])[OH:37])[CH2:32][O:33]4)[cH:22][cH:23][cH:24]2)[c:5]([CH2:17][CH3:18])[cH:6][c:7]([O:9][CH2:10][CH2:11][CH2:12][S:13](=[O:14])(=[O:15])[CH3:16])[cH:8]1. Procedure details: A solution of 6.0 g (21.5 mmol) of 6-[2-(1H-Tetrazol-5-yl)-ethyl]-decahydro-isoquinoline-3-carboxylic acid monohydrate in 70 mL of ethanol saturated with hydrogen chloride (g) is heated at reflux overnight. The mixture is concentrated in vacuo, suspended in diethyl ether, and again concentrated in vacuo. The residue is suspended in diethyl ether and heated at reflux for 3 hr. The solid is filtered and rinsed with diethyl ether to afford 7.4 g (100%) of the title compound. Product: C(C)OC(=O)C1NCC2CCC(CC2C1)CCC=1N=NNN1 (6-[2-(2H-Tetrazol-5-yl)-ethyl]-decahydro-isoquinoline-3-carboxylic acid ethyl ester). Yield: 100.0%. Reaction SMILES: O.[NH:2]1[C:6]([CH2:7][CH2:8][CH:9]2[CH2:18][CH2:17][CH:16]3[CH:11]([CH2:12][CH:13]([C:19]([OH:21])=[O:20])[NH:14][CH2:15]3)[CH2:10]2)=[N:5][N:4]=[N:3]1.Cl.[CH2:23](O)[CH3:24]>>[CH2:23]([O:20][C:19]([CH:13]1[CH2:12][CH:11]2[CH:16]([CH2:17][CH2:18][CH:9]([CH2:8][CH2:7][C:6]3[N:5]=[N:4][NH:3][N:2]=3)[CH2:10]2)[CH2:15][NH:14]1)=[O:21])[CH3:24] |f:0.1|. The reactants are O.N1N=NN=C1CCC1CC2CC(NCC2CC1)C(=O)O (6-[2-(1H-Tetrazol-5-yl)-ethyl]-decahydro-isoquinoline-3-carboxylic acid monohydrate), Cl (hydrogen chloride), C(C)O (ethanol). The reactants are ON=C(C(=O)C1=CC=C(C=C1)OC)CC(C)C (2-Hydroxyimino-1-(4-methoxyphenyl)-4-methyl-pentane-1-one), [H][H] (hydrogen). The reagents and catalysts are [Pd] (palladium-charcoal). The solvent is C(C)(=O)O (acetic acid). The product is NC(C(O)C1=CC=C(C=C1)OC)CC(C)C ((1RS,2SR)-2-amino-1-(4-methoxyphenyl)-4-methyl-pentane-1-ol). The yield is 82.1%. RXN SMILES: O[N:2]=[C:3]([CH2:14][CH:15]([CH3:17])[CH3:16])[C:4]([C:6]1[CH:11]=[CH:10][C:9]([O:12][CH3:13])=[CH:8][CH:7]=1)=[O:5].[H][H]>C(O)(=O)C.[Pd]>[NH2:2][CH:3]([CH2:14][CH:15]([CH3:17])[CH3:16])[CH:4]([C:6]1[CH:11]=[CH:10][C:9]([O:12][CH3:13])=[CH:8][CH:7]=1)[OH:5]. Reported procedure: 2-Hydroxyimino-1-(4-methoxyphenyl)-4-methyl-pentane-1-one (8.72 g; 37.1 mmol) was dissolved in acetic acid (88 ml). The solution was added with 5% palladium-charcoal (0.87 g) and the reactant was catalytically hydrogenated at normal pressure and at 80° C. until hydrogen was absorbed in a molar amount of three times that of the reactant. After removal of the catalyst by filtration, the acetic acid was removed under reduced pressure. The residue was dissolved in 1N hydrochloric acid (80 ml). The s...